From a dataset of the Open Reaction Database (ORD), a public repository of structured organic reaction records. describe an organic reaction: reactants, conditions, products, and yield Reactants: IC (iodomethane), C(C)(C)NC(C)C (diisopropylamine), C(CCC)[Li] (n-butyl lithium), CN(P(=O)(N(C)C)N(C)C)C (hexamethylphosphoramide), solution, C(C)(C)(C)OC(=O)N1[C@@H](CC1)C(=O)OC (N-(tert-butoxycarbonyl)-azetidine-2(S)-carboxylic acid, methyl ester). Run in O1CCCC1 (tetrahydrofuran), hexanes, O1CCCC1 (tetrahydrofuran). Run at temperature -78 celsius, time 45 minute. Yields the product C(C)(C)(C)OC(=O)N1C(CC1)(C(=O)OC)C (N-(tert-butyloxycarbonyl)-2(R,S)-methylazetidine-2-carboxylic acid, methyl ester). The yield is 69.7%. As a reaction SMILES: [CH:1](NC(C)C)(C)C.C([Li])CCC.[C:13]([O:17][C:18]([N:20]1[CH2:23][CH2:22][C@H:21]1[C:24]([O:26][CH3:27])=[O:25])=[O:19])([CH3:16])([CH3:15])[CH3:14].CN(C)P(N(C)C)(N(C)C)=O.IC>O1CCCC1>[C:13]([O:17][C:18]([N:20]1[CH2:23][CH2:22][C:21]1([CH3:1])[C:24]([O:26][CH3:27])=[O:25])=[O:19])([CH3:16])([CH3:15])[CH3:14]. Procedure details: To a solution of diisopropylamine (1.05 equiv; 5.9 mmol, 0.6 g, 0.83 mL) in anhydrous tetrahydrofuran (15 mL) was added n-butyl lithium (1.05 equiv; 5.9 mmol, 2.36 mL of a 2.5M solution in hexanes) and the resulting light yellow solution was warmed to 0° C. for 10 min. It was then cooled back to −78° C. and N-(tert-butoxycarbonyl)-azetidine-2(S)-carboxylic acid, methyl ester (5.63 mmol, 1.21 g) in dry tetrahydrofuran (3.0 mL) was added dropwise and stirring was continued for 45 min. After this t... Starting materials: C(C)(C)N (isopropyl amine), ClC1=C(C(=O)N=C=O)C(=CC=C1)[Si](C)(C)C (2-Chloro-6-trimethylsilylbenzoyl isocyanate). Reaction conditions: time 30 minute. The solvent is CCCCCC (hexane), C1(=CC=CC=C1)C (toluene), C(=O)=O (dry ice). Reaction SMILES: [Cl:1][C:2]1[CH:12]=[CH:11][CH:10]=[C:9]([Si:13]([CH3:16])([CH3:15])[CH3:14])[C:3]=1[C:4]([N:6]=[C:7]=[O:8])=[O:5].[CH:17]([NH2:20])([CH3:19])[CH3:18]>C1(C)C=CC=CC=1.CCCCCC.C(=O)=O>[Cl:1][C:2]1[CH:12]=[CH:11][CH:10]=[C:9]([Si:13]([CH3:16])([CH3:15])[CH3:14])[C:3]=1[C:4]([NH:6][C:7]([NH:20][CH:17]([CH3:19])[CH3:18])=[O:8])=[O:5]. Procedure: 2-Chloro-6-trimethylsilylbenzoyl isocyanate (1.3 g, 5 mmol) was dissolved in 40 mL toluene and isopropyl amine (1 g) added over a period of 30 seconds. After stirring 30 min, the solvent was removed to yield an oil. The oil was dissolved in hexane and cooled in dry ice to yield 1.2 g of crystals of the title compound. m.p. 113°-116° C. Product: crystals, ClC1=C(C(=O)NC(=O)NC(C)C)C(=CC=C1)[Si](C)(C)C (2-Chloro-N-(isopropylaminocarbonyl)-6-(trimethylsilyl)benzamide). The reactants are S1C=CC(C=2NC=3C=CC=CC3C21)=O (Thiopyrano [3,2-b]indol-4(5H)-one), [H-].[Na+] (Sodium hydride), CI (Methyl iodide). Run in CN(C=O)C (DMF), CN(C=O)C (dimethylformamide), CCCCCC (hexane). Conditions: time 3 hour. Product: CN1C2=C(C=3C=CC=CC13)SC=CC2=O (5-Methylthiopyrano[3,2-b]indol-4(5H)-one). RXN SMILES: [H-].[Na+].[S:3]1[C:15]2[C:14]3[CH:13]=[CH:12][CH:11]=[CH:10][C:9]=3[NH:8][C:7]=2[C:6](=[O:16])[CH:5]=[CH:4]1.[CH3:17]I>CCCCCC.CN(C)C=O>[CH3:17][N:8]1[C:9]2[CH:10]=[CH:11][CH:12]=[CH:13][C:14]=2[C:15]2[S:3][CH:4]=[CH:5][C:6](=[O:16])[C:7]1=2 |f:0.1|. Procedure: -- Sodium hydride (2.3 g of 50% suspension in mineral oil, 0.05 mole) is washed with hexane and suspended in 25 ml of dimethylformamide (DMF). Thiopyrano [3,2-b]indol-4(5H)-one, 10.0 g (0.05 mole) in 130 ml of DMF is added and the mixture stirred for 3 hours. Methyl iodide (14.2 g, 0.1 mole) is added and the mixture stirred for 3 hours and then poured over ice. The white precipitate is filtered, dried and recrystallized from hexane to give 9.3 g of product, mp 113°-114° C. The reactants are Fc1ccc(CBr)c(Br)c1, CC[O-], CCO, [Na+], C1CCOC1. The product is CCOCc1ccc(F)cc1Br. Reaction SMILES: [Br:1][c:2]1[c:3]([CH2:4][Br:5])[cH:6][cH:7][c:8]([F:10])[cH:9]1.[CH3:12][CH2:13][O-:14].[CH3:15][CH2:16][OH:17].[Na+:11].[O:18]1[CH2:19][CH2:20][CH2:21][CH2:22]1>>[Br:1][c:2]1[c:3]([CH2:4][O:14][CH2:13][CH3:12])[cH:6][cH:7][c:8]([F:10])[cH:9]1. The reactants are ClC1=C(C=CC=C1)C(C1=C(C=CC(=C1)Cl)N1C(=NN=C1C)CO)=O (2',5-dichloro-2-[3-(hydroxymethyl)-5-methyl-4H-1,2,4-triazol-4-yl]benzophenone), P(Br)(Br)Br (phosphorus tribromide). The product is ClC1=C(C=CC=C1)C(C1=C(C=CC(=C1)Cl)N1C(=NN=C1C)CBr)=O (2',5-dichloro-2-[3-(bromomethyl)-5-methyl-4H-1,2,4-triazol-4-yl]benzophenone). RXN SMILES: [Cl:1][C:2]1[CH:7]=[CH:6][CH:5]=[CH:4][C:3]=1[C:8](=[O:24])[C:9]1[CH:14]=[C:13]([Cl:15])[CH:12]=[CH:11][C:10]=1[N:16]1[C:20]([CH3:21])=[N:19][N:18]=[C:17]1[CH2:22]O.P(Br)(Br)[Br:26]>>[Cl:1][C:2]1[CH:7]=[CH:6][CH:5]=[CH:4][C:3]=1[C:8](=[O:24])[C:9]1[CH:14]=[C:13]([Cl:15])[CH:12]=[CH:11][C:10]=1[N:16]1[C:20]([CH3:21])=[N:19][N:18]=[C:17]1[CH2:22][Br:26]. Procedure: In the manner given in Example 5, 2',5-dichloro-2-[3-(hydroxymethyl)-5-methyl-4H-1,2,4-triazol-4-yl]benzophenone is treated with phosphorus tribromide to give 2',5-dichloro-2-[3-(bromomethyl)-5-methyl-4H-1,2,4-triazol-4-yl]benzophenone. Reactants: FC(C(=O)O)(F)F (Trifluoroacetic acid), N1CC(CCC1)CO (piperidine-3-methanol), C(C1=CC=CC=C1)(C1=CC=CC=C1)O (benzhydrol). Run in ClCCl (dichloromethane). Run at time 2 hour. Yields the product C1(=CC=CC=C1)C(OCC1CNCCC1)C1=CC=CC=C1 (3-(Diphenylmethoxymethyl)piperidine). Yield: 30.6%. RXN SMILES: FC(F)(F)C(O)=O.[NH:8]1[CH2:13][CH2:12][CH2:11][CH:10]([CH2:14][OH:15])[CH2:9]1.[CH:16](O)([C:23]1[CH:28]=[CH:27][CH:26]=[CH:25][CH:24]=1)[C:17]1[CH:22]=[CH:21][CH:20]=[CH:19][CH:18]=1>ClCCl>[C:17]1([CH:16]([C:23]2[CH:24]=[CH:25][CH:26]=[CH:27][CH:28]=2)[O:15][CH2:14][CH:10]2[CH2:11][CH2:12][CH2:13][NH:8][CH2:9]2)[CH:22]=[CH:21][CH:20]=[CH:19][CH:18]=1. Reported procedure: Trifluoroacetic acid (20 ml) was added cautiously to a vigorously stirred solution of piperidine-3-methanol (5.75 g, 50 mmol) in dichloromethane (20 ml) and the mixture treated with benzhydrol (9.2 g, 50 mmol) portionwise over 5 minutes, stirred at room temperature for 2 hours and evaporated. The residue was dissolved in dioxane (50 ml) and the solution treated with 4M aqueous sodium hydroxide solution (100 ml), stirred at room temperature for 2 hours, diluted with ether and water and the layers... Reactants: C(C)OC(CCCC(C1=CC(=C(C=C1)O)CCC(=O)OCC)=O)=O (3-(3-Ethoxy-3-oxopropyl)-4-hydroxy-δ-oxobenzenepentanoic Acid Ethyl Ester). The reagents and catalysts are [Pd] (palladium on carbon). Run in C(C)(=O)O (acetic acid). Conditions: time 18.5 hour. Yields the product C(C)OC(CCCCC1=CC(=C(C=C1)O)CCC(=O)OCC)=O (3-(3-Ethoxy-3-oxopropyl)-4-hydroxybenzenepentanoic Acid Ethyl Ester). The yield is 57.0%. As a reaction SMILES: [CH2:1]([O:3][C:4](=[O:24])[CH2:5][CH2:6][CH2:7][C:8](=O)[C:9]1[CH:14]=[CH:13][C:12]([OH:15])=[C:11]([CH2:16][CH2:17][C:18]([O:20][CH2:21][CH3:22])=[O:19])[CH:10]=1)[CH3:2]>C(O)(=O)C.[Pd]>[CH2:1]([O:3][C:4](=[O:24])[CH2:5][CH2:6][CH2:7][CH2:8][C:9]1[CH:14]=[CH:13][C:12]([OH:15])=[C:11]([CH2:16][CH2:17][C:18]([O:20][CH2:21][CH3:22])=[O:19])[CH:10]=1)[CH3:2]. Procedure: To a solution of 3.91 g (11.6 mmol) of 3-(3-ethoxy-3-oxopropyl)-4-hydroxy-δ-oxobenzenepentanoic acid ethyl ester (from example 140) in 50 mL of acetic acid was added 0.5 g of 10% palladium on carbon, and the resulting mixture was shaken at room temperature and 45 p.s.i. in a Parr shaker for 18.5 hr. The mixture was filtered with suction through a Celite pad and the solids washed with ethyl acetate. The filtrate and washes were combined and concentrated in vacuo. The residue was dissolved in 200 ... Reactants: FC=1C=C(C(=O)NCC(=O)O)C=CC1F (2-(3,4-difluorobenzamido)acetic acid), CN1CCOCC1 (4-methylmorpholine), ClC(=O)[O-] (chloroformate), ClC(=O)OC (methyl chloroformate). Run in C1CCOC1 (THF). Reaction conditions: temperature -10 celsius, time 1 hour. The product is FC=1C=C(C=CC1F)C=1OC(CN1)=O (2-(3,4-difluoro-phenyl)oxazol-5(4H)-one). Isolated yield 94.7%. Reaction SMILES: [F:1][C:2]1[CH:3]=[C:4]([CH:12]=[CH:13][C:14]=1[F:15])[C:5]([NH:7][CH2:8][C:9]([OH:11])=[O:10])=O.CN1CCOCC1.ClC(OC)=O.ClC([O-])=O>C1COCC1>[F:1][C:2]1[CH:3]=[C:4]([C:5]2[O:10][C:9](=[O:11])[CH2:8][N:7]=2)[CH:12]=[CH:13][C:14]=1[F:15]. Reported procedure: To a solution of 2-(3,4-difluorobenzamido)acetic acid (5.18 g, 24.1 mmol) in THF (25 mL) in a 100 mL round-bottomed flask was added 4-methylmorpholine (2.44 g, 24.1 mmol) to give a colorless solution. The solution was cooled to −10° C. and methyl chloroformate (2.28 g, 24.1 mmol) was added slowly over the course of thirty minutes while maintaining the solution at −10° C. A white precipitate started to form almost immediately and the solution became increasingly orange in color. Once the addition... The reactants are CCOC(=O)c1cc(OCC)c(Br)cc1OCC, [C-]#N, [C-]#N, CN(C)C=O, O, [Zn+2], c1ccc(P(c2ccccc2)(c2ccccc2)[Pd](P(c2ccccc2)(c2ccccc2)c2ccccc2)(P(c2ccccc2)(c2ccccc2)c2ccccc2)P(c2ccccc2)(c2ccccc2)c2ccccc2)cc1. The product is CCOC(=O)c1cc(OCC)c(C#N)cc1OCC. RXN SMILES: [Br:1][c:2]1[cH:3][c:4]([O:16][CH2:17][CH3:18])[c:5]([C:6](=[O:7])[O:8][CH2:9][CH3:10])[cH:11][c:12]1[O:13][CH2:14][CH3:15].[C-:24]#[N:25].[C-:27]#[N:28].[CH3:19][N:20]([CH3:21])[CH:22]=[O:23].[OH2:106].[Zn+2:26].[cH:29]1[cH:30][cH:31][c:32]([P:33]([Pd:34]([P:35]([c:36]2[cH:37][cH:38][cH:39][cH:40][cH:41]2)([c:42]2[cH:43][cH:44][cH:45][cH:46][cH:47]2)[c:48]2[cH:49][cH:50][cH:51][cH:52][cH:53]2)([P:54]([c:55]2[cH:56][cH:57][cH:58][cH:59][cH:60]2)([c:61]2[cH:62][cH:63][cH:64][cH:65][cH:66]2)[c:67]2[cH:68][cH:69][cH:70][cH:71][cH:72]2)[P:73]([c:74]2[cH:75][cH:76][cH:77][cH:78][cH:79]2)([c:80]2[cH:81][cH:82][cH:83][cH:84][cH:85]2)[c:86]2[cH:87][cH:88][cH:89][cH:90][cH:91]2)([c:92]2[cH:93][cH:94][cH:95][cH:96][cH:97]2)[c:98]2[cH:99][cH:100][cH:101][cH:102][cH:103]2)[cH:104][cH:105]1>>[c:2]1([C:19]#[N:20])[cH:3][c:4]([O:16][CH2:17][CH3:18])[c:5]([C:6](=[O:7])[O:8][CH2:9][CH3:10])[cH:11][c:12]1[O:13][CH2:14][CH3:15].